Dataset: the Open Reaction Database (ORD), a public repository of structured organic reaction records. Task: describe an organic reaction: reactants, conditions, products, and yield The reactants are COC1CCN(S(=O)(=O)c2cc(-c3sc(NC(C)=O)nc3C)c(Br)s2)CC1, [Li]CCCC, C1CCOC1. Product: COC1CCN(S(=O)(=O)c2cc(-c3sc(NC(C)=O)nc3C)cs2)CC1. Reaction SMILES: [Br:1][c:2]1[s:3][c:4]([S:17](=[O:18])(=[O:19])[N:20]2[CH2:21][CH2:22][CH:23]([O:26][CH3:27])[CH2:24][CH2:25]2)[cH:5][c:6]1-[c:7]1[c:8]([CH3:16])[n:9][c:10]([NH:12][C:13]([CH3:14])=[O:15])[s:11]1.[CH2:28]([Li:29])[CH2:30][CH2:31][CH3:32].[CH2:33]1[O:34][CH2:35][CH2:36][CH2:37]1>>[cH:2]1[s:3][c:4]([S:17](=[O:18])(=[O:19])[N:20]2[CH2:21][CH2:22][CH:23]([O:26][CH3:27])[CH2:24][CH2:25]2)[cH:5][c:6]1-[c:7]1[c:8]([CH3:16])[n:9][c:10]([NH:12][C:13]([CH3:14])=[O:15])[s:11]1.